describe an organic reaction: reactants, conditions, products, and yield From a dataset of the Open Reaction Database (ORD), a public repository of structured organic reaction records. Reactants: C=C(CCc1ccccc1)C(=O)OCC, CCN, CCO. The product is CCNCC(CCc1ccccc1)C(=O)OCC. RXN SMILES: [CH2:1]=[C:2]([C:3](=[O:4])[O:5][CH2:6][CH3:7])[CH2:8][CH2:9][c:10]1[cH:11][cH:12][cH:13][cH:14][cH:15]1.[CH3:16][CH2:17][NH2:18].[CH3:19][CH2:20][OH:21]>>[CH2:1]([CH:2]([C:3](=[O:4])[O:5][CH2:6][CH3:7])[CH2:8][CH2:9][c:10]1[cH:11][cH:12][cH:13][cH:14][cH:15]1)[NH:18][CH2:17][CH3:16]. The reactants are Nc1ncc(Br)nn1, O=C([O-])[O-], CNC(=O)c1ccc(B2OC(C)(C)C(C)(C)O2)cn1, Cc1ccccc1, CCO, [K+], [K+], O, c1ccc(P(c2ccccc2)(c2ccccc2)[Pd](P(c2ccccc2)(c2ccccc2)c2ccccc2)(P(c2ccccc2)(c2ccccc2)c2ccccc2)P(c2ccccc2)(c2ccccc2)c2ccccc2)cc1. The product is CNC(=O)c1ccc(-c2cnc(N)nn2)cn1. As a reaction SMILES: [Br:20][c:21]1[cH:22][n:23][c:24]([NH2:27])[n:25][n:26]1.[C:28](=[O:29])([O-:30])[O-:31].[CH3:1][NH:2][C:3](=[O:4])[c:5]1[n:6][cH:7][c:8]([B:11]2[O:12][C:13]([CH3:14])([CH3:15])[C:16]([CH3:17])([CH3:18])[O:19]2)[cH:9][cH:10]1.[CH3:34][c:35]1[cH:36][cH:37][cH:38][cH:39][cH:40]1.[CH3:41][CH2:42][OH:43].[K+:32].[K+:33].[OH2:44].[cH:45]1[cH:46][cH:47][c:48]([P:49]([Pd:50]([P:51]([c:52]2[cH:53][cH:54][cH:55][cH:56][cH:57]2)([c:58]2[cH:59][cH:60][cH:61][cH:62][cH:63]2)[c:64]2[cH:65][cH:66][cH:67][cH:68][cH:69]2)([P:70]([c:71]2[cH:72][cH:73][cH:74][cH:75][cH:76]2)([c:77]2[cH:78][cH:79][cH:80][cH:81][cH:82]2)[c:83]2[cH:84][cH:85][cH:86][cH:87][cH:88]2)[P:89]([c:90]2[cH:91][cH:92][cH:93][cH:94][cH:95]2)([c:96]2[cH:97][cH:98][cH:99][cH:100][cH:101]2)[c:102]2[cH:103][cH:104][cH:105][cH:106][cH:107]2)([c:108]2[cH:109][cH:110][cH:111][cH:112][cH:113]2)[c:114]2[cH:115][cH:116][cH:117][cH:118][cH:119]2)[cH:120][cH:121]1>>[CH3:1][NH:2][C:3](=[O:4])[c:5]1[n:6][cH:7][c:8](-[c:21]2[cH:22][n:23][c:24]([NH2:27])[n:25][n:26]2)[cH:9][cH:10]1. RXN SMILES: [CH3:27][N:28]([CH3:29])[CH:30]=[O:31].[CH3:32][CH2:33][O:34][C:35](=[O:36])[CH3:37].[Cl:16][C:17](=[O:18])[O:19][c:20]1[cH:21][cH:22][cH:23][cH:24][cH:25]1.[ClH:26].[NH2:1][c:2]1[c:3]([Cl:9])[cH:4][c:5]([OH:8])[cH:6][cH:7]1.[OH2:38].[cH:10]1[cH:11][cH:12][n:13][cH:14][cH:15]1>>[NH:1]([c:2]1[c:3]([Cl:9])[cH:4][c:5]([OH:8])[cH:6][cH:7]1)[C:17](=[O:18])[O:19][c:20]1[cH:21][cH:22][cH:23][cH:24][cH:25]1. Product: O=C(Nc1ccc(O)cc1Cl)Oc1ccccc1. The reactants are CN(C)C=O, CCOC(C)=O, O=C(Cl)Oc1ccccc1, Cl, Nc1ccc(O)cc1Cl, O, c1ccncc1. The reactants are O=C([O-])O, C1CCOC1, CN(C)CCN, O=[N+]([O-])c1ccccc1F, [Na+]. Product: CN(C)CCNc1ccccc1[N+](=O)[O-]. RXN SMILES: [C:11](=[O:12])([OH:13])[O-:14].[CH2:22]1[O:23][CH2:24][CH2:25][CH2:26]1.[CH3:16][N:17]([CH2:18][CH2:19][NH2:20])[CH3:21].[F:1][c:2]1[c:3]([N+:8](=[O:9])[O-:10])[cH:4][cH:5][cH:6][cH:7]1.[Na+:15]>>[c:2]1([NH:20][CH2:19][CH2:18][N:17]([CH3:16])[CH3:21])[c:3]([N+:8](=[O:9])[O-:10])[cH:4][cH:5][cH:6][cH:7]1. Reactants: C1(=CC=CC=C1)C(N1C(C(C2=CC=CC=C12)(C1=C(C=C(C(=C1)C)C)O)O)=O)C1=CC=CC=C1 (1-(diphenylmethyl)-3-hydroxy-3-(2-hydroxy-4,5-dimethylphenyl)-1,3-dihydro-2H-indol-2-one), C1(=CC=CC=C1)C(N1C(C(C2=CC=CC=C12)C1=C(C=C(C(=C1)C)OC)O)=O)C1=CC=CC=C1 (1-(diphenylmethyl)-3-(2-hydroxy-4-methoxy-5-methylphenyl)-1,3-dihydro-2H-indol-2-one). Product: C1(=CC=CC=C1)C(N1C(C2(C3=CC=CC=C13)COC1=C2C=C(C(=C1)C)C)=O)C1=CC=CC=C1 (1′-(diphenylmethyl)-5,6-dimethylspiro[1-benzofuran-3,3′-indol]-2′(1′H)-one). As a reaction SMILES: [C:1]1([CH:7]([C:28]2[CH:33]=[CH:32][CH:31]=[CH:30][CH:29]=2)[N:8]2[C:16]3[C:11](=[CH:12][CH:13]=[CH:14][CH:15]=3)[C:10](O)([C:17]3[CH:22]=[C:21]([CH3:23])[C:20]([CH3:24])=[CH:19][C:18]=3[OH:25])[C:9]2=[O:27])[CH:6]=[CH:5][CH:4]=[CH:3][CH:2]=1.[C:34]1(C(C2C=CC=CC=2)N2C3C(=CC=CC=3)C(C3C=C(C)C(OC)=CC=3O)C2=O)C=CC=CC=1>>[C:28]1([CH:7]([C:1]2[CH:2]=[CH:3][CH:4]=[CH:5][CH:6]=2)[N:8]2[C:16]3[C:11](=[CH:12][CH:13]=[CH:14][CH:15]=3)[C:10]3([C:17]4[CH:22]=[C:21]([CH3:23])[C:20]([CH3:24])=[CH:19][C:18]=4[O:25][CH2:34]3)[C:9]2=[O:27])[CH:29]=[CH:30][CH:31]=[CH:32][CH:33]=1. Reported procedure: Following the procedure as described in EXAMPLE 2 and making non-critical variations using 1-(diphenylmethyl)-3-hydroxy-3-(2-hydroxy-4,5-dimethylphenyl)-1,3-dihydro-2H-indol-2-one to replace 1-(diphenylmethyl)-3-(2-hydroxy-4-methoxy-5-methylphenyl)-1,3-dihydro-2H-indol-2-one, 1′-(diphenylmethyl)-5,6-dimethylspiro[1-benzofuran-3,3′-indol]-2′(1′H)-one was obtained (54%) as a colorless solid: mp 193-195° C. (ethyl acetate/hexanes); 1H NMR (300 MHz, CDCl3) δ7.38-7.32 (m, 10H), 7.14-6.92 (m, 4H), 6.7... Starting materials: BrC=1C=C(C=CC1)OC (3-bromoanisole), C=1(C(=CC=CC1)B(O)O)C1=CC=CC=C1 (2-biphenylboronic acid), tetraxis(triphenylphosphine)palladium(0), C([O-])([O-])=O.[Na+].[Na+] (sodium carbonate). Solvent: COC (dimethyl ether). The product is COC=1C=C(C=CC1)C=1C(=CC=CC1)C1=CC=CC=C1 (3-methoxy[1,1′:2′,1″]terphenyl). The yield is 89.9%. As a reaction SMILES: Br[C:2]1[CH:3]=[C:4]([O:8][CH3:9])[CH:5]=[CH:6][CH:7]=1.[C:10]1([C:19]2[CH:24]=[CH:23][CH:22]=[CH:21][CH:20]=2)[C:11](B(O)O)=[CH:12][CH:13]=[CH:14][CH:15]=1.C(=O)([O-])[O-].[Na+].[Na+]>COC>[CH3:9][O:8][C:4]1[CH:3]=[C:2]([C:24]2[C:19]([C:10]3[CH:15]=[CH:14][CH:13]=[CH:12][CH:11]=3)=[CH:20][CH:21]=[CH:22][CH:23]=2)[CH:7]=[CH:6][CH:5]=1 |f:2.3.4|. Reported procedure: Under an argon atmosphere, 18.7 g of 3-bromoanisole, 23.8 g of 2-biphenylboronic acid and 2.31 g of tetraxis(triphenylphosphine)palladium(0) were placed in a flask. 340 mL of dimethyl ether (DME) and 170 mL of a 2M aqueous sodium carbonate solution were added to this flask, and the resultant was refluxed with stirring while heating for 8 hours. After cooling to room temperature, an aqueous phase was removed. An organic phase was washed with water and saturated brine, and then dried with magnesiu...